This data is from the Open Reaction Database (ORD), a public repository of structured organic reaction records. The task is: describe an organic reaction: reactants, conditions, products, and yield Run at time 30 minute. Product: C(C)OCC=1N(C2=C(C=[N+](C=3C=CC(=CC23)OCCNC(OC(C)(C)C)=O)[O-])N1)CCC (tert-butyl 2-[(2-ethoxymethyl-5-oxido-1-propyl-1H-imidazo[4,5-c]quinolin-8-yl)oxy]ethylcarbamate). Procedure details: mCPBA (60% pure, 12.76 g, 44.36 mmol) was added in one portion to a solution of tert-butyl[2-(2-ethoxymethyl-1-propyl-1H-imidazo[4,5-c]quinolin-8-yloxy)ethyl]carbamate (14.4 g, 33.6 mmol) and chloroform (150 mL); the reaction mixture was stirred for 30 minutes. The reaction mixture was then poured into saturated aqueous sodium carbonate (100 mL) and stirred for 30 minutes. Chloroform (250 mL) was added, and the organic fraction was washed sequentially with 5% aqueous sodium carbonate, water, and... Solvent: C(Cl)(Cl)Cl (Chloroform), C(Cl)(Cl)Cl (chloroform). Reaction SMILES: C1C=C(Cl)C=C(C(OO)=[O:9])C=1.[C:12]([O:16][C:17](=[O:42])[NH:18][CH2:19][CH2:20][O:21][C:22]1[CH:31]=[CH:30][C:29]2[N:28]=[CH:27][C:26]3[N:32]=[C:33]([CH2:38][O:39][CH2:40][CH3:41])[N:34]([CH2:35][CH2:36][CH3:37])[C:25]=3[C:24]=2[CH:23]=1)([CH3:15])([CH3:14])[CH3:13].C(=O)([O-])[O-].[Na+].[Na+]>C(Cl)(Cl)Cl>[CH2:40]([O:39][CH2:38][C:33]1[N:34]([CH2:35][CH2:36][CH3:37])[C:25]2[C:24]3[CH:23]=[C:22]([O:21][CH2:20][CH2:19][NH:18][C:17](=[O:42])[O:16][C:12]([CH3:13])([CH3:14])[CH3:15])[CH:31]=[CH:30][C:29]=3[N+:28]([O-:9])=[CH:27][C:26]=2[N:32]=1)[CH3:41] |f:2.3.4|. The reactants are C1=CC(=CC(=C1)Cl)C(=O)OO (mCPBA), C(C)(C)(C)OC(NCCOC1=CC=2C3=C(C=NC2C=C1)N=C(N3CCC)COCC)=O (tert-butyl[2-(2-ethoxymethyl-1-propyl-1H-imidazo[4,5-c]quinolin-8-yloxy)ethyl]carbamate), C([O-])([O-])=O.[Na+].[Na+] (sodium carbonate). Yield: 64.9%. The reactants are C(C)(=O)N1[C@@H]([C@H]([C@@H](C=2C=CN3C(C12)=NC(=C3Br)C)OCCOC)OC(C(C)(C)C)=O)C3=CC=CC=C3 ((7R,8R,9R)-10-acetyl-3-bromo-7-(2-methoxyethoxy)-2-methyl-9-phenyl-8-pivaloyloxy-7.8.9.10-tetrahydroimidazo[1.2-h][1.7]naphthyridine), C1(=CC=CC=C1)B(O)O (phenylboronic acid), [F-].[K+] (KF), P(C(C)(C)C)(C(C)(C)C)C(C)(C)C (P(t-Bu)3). The reagents and catalysts are C=1C=CC(=CC1)/C=C/C(=O)/C=C/C2=CC=CC=C2.C=1C=CC(=CC1)/C=C/C(=O)/C=C/C2=CC=CC=C2.C=1C=CC(=CC1)/C=C/C(=O)/C=C/C2=CC=CC=C2.[Pd].[Pd] (Pd2(dba)3). The solvent is C1CCOC1 (THF). Run at temperature 25 celsius, time 2 day. Yields the product C(C)(=O)N1[C@@H]([C@H]([C@@H](C=2C=CN3C(C12)=NC(=C3C3=CC=CC=C3)C)OCCOC)OC(C(C)(C)C)=O)C3=CC=CC=C3 ((7R,8R,9R)-10-Acetyl-3,9-diphenyl-7-(2-methoxyethoxy)-2-methyl-8-pivaloyloxy-7.8.9.10-tetrahydroimidazo[1.2-h][1.7]naphthyridine). As a reaction SMILES: [C:1]([N:4]1[C:13]2[C:12]3=[N:14][C:15]([CH3:18])=[C:16](Br)[N:11]3[CH:10]=[CH:9][C:8]=2[C@@H:7]([O:19][CH2:20][CH2:21][O:22][CH3:23])[C@H:6]([O:24][C:25](=[O:30])[C:26]([CH3:29])([CH3:28])[CH3:27])[C@H:5]1[C:31]1[CH:36]=[CH:35][CH:34]=[CH:33][CH:32]=1)(=[O:3])[CH3:2].[C:37]1(B(O)O)[CH:42]=[CH:41][CH:40]=[CH:39][CH:38]=1.[F-].[K+].P(C(C)(C)C)(C(C)(C)C)C(C)(C)C>C1C=CC(/C=C/C(/C=C/C2C=CC=CC=2)=O)=CC=1.C1C=CC(/C=C/C(/C=C/C2C=CC=CC=2)=O)=CC=1.C1C=CC(/C=C/C(/C=C/C2C=CC=CC=2)=O)=CC=1.[Pd].[Pd].C1COCC1>[C:1]([N:4]1[C:13]2[C:12]3=[N:14][C:15]([CH3:18])=[C:16]([C:37]4[CH:42]=[CH:41][CH:40]=[CH:39][CH:38]=4)[N:11]3[CH:10]=[CH:9][C:8]=2[C@@H:7]([O:19][CH2:20][CH2:21][O:22][CH3:23])[C@H:6]([O:24][C:25](=[O:30])[C:26]([CH3:29])([CH3:28])[CH3:27])[C@H:5]1[C:31]1[CH:36]=[CH:35][CH:34]=[CH:33][CH:32]=1)(=[O:3])[CH3:2] |f:2.3,5.6.7.8.9|. Procedure: 2.61 g (4.67 mmol) (7R,8R,9R)-10-acetyl-3-bromo-7-(2-methoxyethoxy)-2-methyl-9-phenyl-8-pivaloyloxy-7.8.9.10-tetrahydroimidazo[1.2-h][1.7]naphthyridine, 0.63 g (5.14 mmol) phenylboronic acid, 0.89 g (15.4 mmol) KF (spray-dried), 0.14 g (0.15 mmol) Pd2(dba)3, 0.07g (0.36 mmol/10wt % solution in hexane)P(t-Bu)3 and THF (30 ml) are added to a Schlenk tube under argon. Afterwards the Schlenk tube is evacuated and refilled with argon in a freeze-pump-thaw cycles technique three times. The reaction mi... As a reaction SMILES: [CH3:17][OH:18].[CH3:1][CH:2]([CH2:3][CH2:4][CH2:5][CH3:6])[C:7]([C:8](=[O:9])[O:10][CH2:11][CH3:12])=[CH:13][CH3:14].[Na+:16].[OH-:15].[OH2:19]>>[CH3:1][CH:2]([CH2:3][CH2:4][CH2:5][CH3:6])[C:7]([C:8](=[O:9])[OH:10])=[CH:13][CH3:14]. Yields the product CC=C(C(=O)O)C(C)CCCC. Reactants: CO, CC=C(C(=O)OCC)C(C)CCCC, [Na+], [OH-], O. Starting materials: CN1CCCC1=O, Cc1cc([N+](=O)[O-])ccc1F, [K+], [K+], NCCCCCO, O=C([O-])[O-], O. The product is Cc1cc([N+](=O)[O-])ccc1NCCCCCO. Reaction SMILES: [CH3:12][N:13]1[CH2:14][CH2:15][CH2:16][C:17]1=[O:18].[F:1][c:2]1[c:3]([CH3:11])[cH:4][c:5]([N+:8](=[O:9])[O-:10])[cH:6][cH:7]1.[K+:26].[K+:27].[NH2:19][CH2:20][CH2:21][CH2:22][CH2:23][CH2:24][OH:25].[O-:28][C:29]([O-:30])=[O:31].[OH2:32]>>[c:2]1([NH:19][CH2:20][CH2:21][CH2:22][CH2:23][CH2:24][OH:25])[c:3]([CH3:11])[cH:4][c:5]([N+:8](=[O:9])[O-:10])[cH:6][cH:7]1. Starting materials: F[B-](F)(F)F.ClCCC(=O)N1CCC2=CC=C(C=C12)[N+]#N (1-(3-chloropropionyl)indoline-6-diazonium tetrafluoroborate). Solvent: CCCCCCC (heptane). Yields the product ClCCC(=O)N1CCC2=CC=C(C=C12)F (1-(3-Chloropropionyl)-6-fluoroindoline). Yield: 31.3%. As a reaction SMILES: [F:1][B-](F)(F)F.[Cl:6][CH2:7][CH2:8][C:9]([N:11]1[C:19]2[C:14](=[CH:15][CH:16]=[C:17]([N+]#N)[CH:18]=2)[CH2:13][CH2:12]1)=[O:10]>CCCCCCC>[Cl:6][CH2:7][CH2:8][C:9]([N:11]1[C:19]2[C:14](=[CH:15][CH:16]=[C:17]([F:1])[CH:18]=2)[CH2:13][CH2:12]1)=[O:10] |f:0.1|. Reported procedure: 320 mg of crude 1-(3-chloropropionyl)indoline-6-diazonium tetrafluoroborate [prepared as described in step (1) above] were suspended in 10 ml of heptane, and the suspension was heated under reflux for 1 hour. The resulting mixture was cooled to room temperature, and then the reaction product was poured into ice, extracted with 50 ml of ethyl acetate and washed with 50 ml of water, after which it was dried over anhydrous magnesium sulfate. The mixture was filtered, and the solvent was removed fro... Starting materials: CN(C=O)C (N,N-dimethylformamide), C(C)OC(=O)NC=1C=C(C(=CC1F)F)N1C=C(C(C2=CC(=C(N=C12)Cl)F)=O)C(=O)O (1-(3-ethoxycarbonylamino-4,6-difluorophenyl)-7-chloro-6-fluoro-4-oxo-1,4-dihydro-1,8-naphthyridine-3-carboxylic acid), N[C@@H]1CNCC1 ((3S)-3-aminopyrrolidine). The solvent is C(C)O (ethanol). Reaction conditions: temperature 80 celsius, time 20 minute. The product is C(C)(C)OC(C)C (diisopropyl ether), N[C@@H]1CN(CC1)C1=C(C=C2C(C(=CN(C2=N1)C1=CC(=C(C=C1F)F)NC(=O)OCC)C(=O)O)=O)F (7-[(3S)-3-aminopyrrolidin-1-yl]-1-(3-ethoxycarbonylamino-4,6-difluorophenyl)-6-fluoro-4-oxo-1,4-dihydro-1,8-naphthyridine-3-carboxylic acid). Isolated yield 193.0%. As a reaction SMILES: CN(C)C=O.[CH2:6]([O:8][C:9]([NH:11][C:12]1[CH:13]=[C:14]([N:20]2[C:29]3[C:24](=[CH:25][C:26]([F:31])=[C:27](Cl)[N:28]=3)[C:23](=[O:32])[C:22]([C:33]([OH:35])=[O:34])=[CH:21]2)[C:15]([F:19])=[CH:16][C:17]=1[F:18])=[O:10])[CH3:7].[NH2:36][C@H:37]1[CH2:41][CH2:40][NH:39][CH2:38]1>C(O)C>[CH:37]([O:32][CH:23]([CH3:22])[CH3:24])([CH3:41])[CH3:38].[NH2:36][C@H:37]1[CH2:41][CH2:40][N:39]([C:27]2[N:28]=[C:29]3[C:24]([C:23](=[O:32])[C:22]([C:33]([OH:35])=[O:34])=[CH:21][N:20]3[C:14]3[C:15]([F:19])=[CH:16][C:17]([F:18])=[C:12]([NH:11][C:9]([O:8][CH2:6][CH3:7])=[O:10])[CH:13]=3)=[CH:25][C:26]=2[F:31])[CH2:38]1. Procedure details: To 350 μl of N,N-dimethylformamide were added 68 mg of 1-(3-ethoxycarbonylamino-4,6-difluorophenyl)-7-chloro-6-fluoro-4-oxo-1,4-dihydro-1,8-naphthyridine-3-carboxylic acid and 70 mg of (3S)-3-aminopyrrolidine. The solution was stirred at 80° C. for 20 minutes. Then 0.5 ml of ethanol was added. The reaction solution was allowed to cool down whereupon the precipitate was collected by filtration and washed with ethanol and then diisopropyl ether to give 73 mg of the title compound. Reactants: Cn1c(-c2ccc(OCC(O)CN(CCOc3ccc(O)c(C(N)=O)c3)Cc3ccccc3)cc2)nnc1C(F)(F)F, CO. Product: Cn1c(-c2ccc(OCC(O)CNCCOc3ccc(O)c(C(N)=O)c3)cc2)nnc1C(F)(F)F. RXN SMILES: [CH2:1]([c:2]1[cH:3][cH:4][cH:5][cH:6][cH:7]1)[N:8]([CH2:9][CH:10]([CH2:11][O:12][c:13]1[cH:14][cH:15][c:16](-[c:19]2[n:20][n:21][c:22]([C:25]([F:26])([F:27])[F:28])[n:23]2[CH3:24])[cH:17][cH:18]1)[OH:29])[CH2:30][CH2:31][O:32][c:33]1[cH:34][c:35]([C:40]([NH2:41])=[O:42])[c:36]([OH:39])[cH:37][cH:38]1.[CH3:43][OH:44]>>[NH:8]([CH2:9][CH:10]([CH2:11][O:12][c:13]1[cH:14][cH:15][c:16](-[c:19]2[n:20][n:21][c:22]([C:25]([F:26])([F:27])[F:28])[n:23]2[CH3:24])[cH:17][cH:18]1)[OH:29])[CH2:30][CH2:31][O:32][c:33]1[cH:34][c:35]([C:40]([NH2:41])=[O:42])[c:36]([OH:39])[cH:37][cH:38]1.